The task is: describe an organic reaction: reactants, conditions, products, and yield. This data is from the Open Reaction Database (ORD), a public repository of structured organic reaction records. Reactants: C=Cc1cncc(OC(C)(C)C)n1, CCO, c1ccc(OCC2CCNCC2)cc1. Product: CC(C)(C)Oc1cncc(CCN2CCC(COc3ccccc3)CC2)n1. Reaction SMILES: [C:1]([CH3:2])([CH3:3])([CH3:4])[O:5][c:6]1[n:7][c:8]([CH:12]=[CH2:13])[cH:9][n:10][cH:11]1.[CH3:28][CH2:29][OH:30].[O:14]([c:15]1[cH:16][cH:17][cH:18][cH:19][cH:20]1)[CH2:21][CH:22]1[CH2:23][CH2:24][NH:25][CH2:26][CH2:27]1>>[C:1]([CH3:2])([CH3:3])([CH3:4])[O:5][c:6]1[n:7][c:8]([CH2:12][CH2:13][N:25]2[CH2:24][CH2:23][CH:22]([CH2:21][O:14][c:15]3[cH:16][cH:17][cH:18][cH:19][cH:20]3)[CH2:27][CH2:26]2)[cH:9][n:10][cH:11]1. The reactants are O=C([O-])[O-], COc1cc(N)c(Cl)cc1C(=O)NCCNC1CC1, COS(=O)(=O)OC, [K+], [K+], CN(C)C=O, O. Product: COc1cc(N)c(Cl)cc1C(=O)NCCN(C)C1CC1. As a reaction SMILES: [C:20](=[O:21])([O-:22])[O-:23].[CH3:1][O:2][c:3]1[c:4]([C:5](=[O:6])[NH:7][CH2:8][CH2:9][NH:10][CH:11]2[CH2:12][CH2:13]2)[cH:14][c:15]([Cl:19])[c:16]([NH2:18])[cH:17]1.[CH3:31][O:32][S:33]([O:34][CH3:35])(=[O:36])=[O:37].[K+:24].[K+:25].[O:26]=[CH:27][N:28]([CH3:29])[CH3:30].[OH2:38]>>[CH3:1][O:2][c:3]1[c:4]([C:5](=[O:6])[NH:7][CH2:8][CH2:9][N:10]([CH:11]2[CH2:12][CH2:13]2)[CH3:20])[cH:14][c:15]([Cl:19])[c:16]([NH2:18])[cH:17]1. Starting materials: BrC=1C=C(C(=NC1)NC(CN1CCCC1)=O)C (N-(5-bromo-3-methyl-pyridin-2-yl)-2-pyrrolidin-1-yl-acetamide), [OH-].[Na+] (NaOH), C(=O)([O-])[O-].[K+].[K+] (K2CO3), solution, [H-].[H-].[H-].[H-].[Li+].[Al+3] (LiAlH4). The solvent is C1CCOC1 (THF), C1CCOC1 (THF). Conditions: time 3 hour. Product: BrC=1C=C(C(=NC1)NCCN1CCCC1)C ((5-bromo-3-methyl-pyridin-2-yl)-(2-pyrrolidin-1-yl-ethyl)-amine). As a reaction SMILES: [H-].[H-].[H-].[H-].[Li+].[Al+3].[Br:7][C:8]1[CH:9]=[C:10]([CH3:23])[C:11]([NH:14][C:15](=O)[CH2:16][N:17]2[CH2:21][CH2:20][CH2:19][CH2:18]2)=[N:12][CH:13]=1.[OH-].[Na+].C([O-])([O-])=O.[K+].[K+]>C1COCC1>[Br:7][C:8]1[CH:9]=[C:10]([CH3:23])[C:11]([NH:14][CH2:15][CH2:16][N:17]2[CH2:18][CH2:19][CH2:20][CH2:21]2)=[N:12][CH:13]=1 |f:0.1.2.3.4.5,7.8,9.10.11|. Reported procedure: Under an argon atmosphere 2 mL of a 1 M solution of LiAlH4 in THF are slowly added dropwise to a solution, cooled to 0° C., of 800 mg (2.68 mmol) N-(5-bromo-3-methyl-pyridin-2-yl)-2-pyrrolidin-1-yl-acetamide (Example 15b) in 10 mL THF and the reaction mixture is stirred for 3 h at this temperature. 20% NaOH is slowly added dropwise, solid K2CO3 is added to the suspension and this is stirred vigorously. The precipitate is filtered off, the filtrate is evaporated down and the residue is purified b...